This data is from the Open Reaction Database (ORD), a public repository of structured organic reaction records. The task is: describe an organic reaction: reactants, conditions, products, and yield As a reaction SMILES: [CH2:1]([N:8]([CH2:33][CH2:34][CH2:35][CH2:36][C:37]1[CH:42]=[CH:41][C:40]([NH:43][S:44]([CH3:47])(=[O:46])=[O:45])=[CH:39][CH:38]=1)[C:9](=O)[C:10]([C:12]1[C:20]2[C:15](=[CH:16][CH:17]=[C:18]([N+:21]([O-:23])=[O:22])[CH:19]=2)[NH:14][C:13]=1[C:24]1[CH:29]=[C:28]([CH3:30])[CH:27]=[C:26]([CH3:31])[CH:25]=1)=O)[C:2]1[CH:7]=[CH:6][CH:5]=[CH:4][CH:3]=1.B>O1CCCC1>[CH2:1]([N:8]([CH2:9][CH2:10][C:12]1[C:20]2[C:15](=[CH:16][CH:17]=[C:18]([N+:21]([O-:23])=[O:22])[CH:19]=2)[NH:14][C:13]=1[C:24]1[CH:25]=[C:26]([CH3:31])[CH:27]=[C:28]([CH3:30])[CH:29]=1)[CH2:33][CH2:34][CH2:35][CH2:36][C:37]1[CH:42]=[CH:41][C:40]([NH:43][S:44]([CH3:47])(=[O:46])=[O:45])=[CH:39][CH:38]=1)[C:2]1[CH:3]=[CH:4][CH:5]=[CH:6][CH:7]=1. Yields the product C(C1=CC=CC=C1)N(CCCCC1=CC=C(C=C1)NS(=O)(=O)C)CCC1=C(NC2=CC=C(C=C12)[N+](=O)[O-])C1=CC(=CC(=C1)C)C (N-[4-[4-(benzyl-{2-[2-(3,5-dimethylphenyl)-5-nitro-1H-indol-3-yl]ethyl}amino)butyl]phenyl}-methanesulfonamide). Procedure details: To a stirred solution of N-benzyl-2-[2-(3,5-dimethylphenyl)-5-nitro-1H-indol-3-yl]-N-[4-(4-methanesulfonylaminophenyl)butyl]-2-oxo-acetamide (73 mg in 4 mL dry tetrahydrofuran) was added 1 mL of a 1M solution of borane in tetrahydrofuran and the mixture heated slowly to reflux on an oil bath. Solvent: O1CCCC1 (tetrahydrofuran). Starting materials: C(C1=CC=CC=C1)N(C(C(=O)C1=C(NC2=CC=C(C=C12)[N+](=O)[O-])C1=CC(=CC(=C1)C)C)=O)CCCCC1=CC=C(C=C1)NS(=O)(=O)C (N-benzyl-2-[2-(3,5-dimethylphenyl)-5-nitro-1H-indol-3-yl]-N-[4-(4-methanesulfonylaminophenyl)butyl]-2-oxo-acetamide), solution, B (borane). Reactants: N#Cc1cc(Cl)cc(Oc2c(Cl)ccc(CBr)c2F)c1Cl, CS(C)=O, [N-]=[N+]=[N-], [Na+], O. Yields the product N#Cc1cc(Cl)cc(Oc2c(Cl)ccc(CN=[N+]=[N-])c2F)c1Cl. As a reaction SMILES: [Br:1][CH2:2][c:3]1[c:4]([F:21])[c:5]([O:10][c:11]2[c:12]([Cl:20])[c:13]([C:14]#[N:15])[cH:16][c:17]([Cl:19])[cH:18]2)[c:6]([Cl:9])[cH:7][cH:8]1.[CH3:27][S:28]([CH3:29])=[O:30].[N-:23]=[N+:24]=[N-:25].[Na+:22].[OH2:26]>>[CH2:2]([c:3]1[c:4]([F:21])[c:5]([O:10][c:11]2[c:12]([Cl:20])[c:13]([C:14]#[N:15])[cH:16][c:17]([Cl:19])[cH:18]2)[c:6]([Cl:9])[cH:7][cH:8]1)[N:23]=[N+:24]=[N-:25]. Reactants: NCCCCCCCCC#N (9-aminononanenitrile), C1(=CC=CC=C1)S(=O)(=O)Cl (benzenesulphonyl chloride). Solvent: N1=CC=CC=C1 (pyridine), N1=CC=CC=C1 (pyridine). Conditions: time 18 hour. Yields the product C1(=CC=CC=C1)S(=O)(=O)NCCCCCCCCC#N (9-(Benzenesulphonamido)nonanenitrile). The yield is 19.4%. As a reaction SMILES: [NH2:1][CH2:2][CH2:3][CH2:4][CH2:5][CH2:6][CH2:7][CH2:8][CH2:9][C:10]#[N:11].[C:12]1([S:18](Cl)(=[O:20])=[O:19])[CH:17]=[CH:16][CH:15]=[CH:14][CH:13]=1>N1C=CC=CC=1>[C:12]1([S:18]([NH:11][CH2:10][CH2:9][CH2:8][CH2:7][CH2:6][CH2:5][CH2:4][CH2:3][C:2]#[N:1])(=[O:20])=[O:19])[CH:17]=[CH:16][CH:15]=[CH:14][CH:13]=1. Reported procedure: A solution of 9-aminononanenitrile (2.0 g) in pyridine (60 ml) was treated with benzenesulphonyl chloride (2.29 g) in pyridine (10 ml). The solution was stirred for 18 hours when the solvent was removed in vacuo. The residue was dissolved in dilute hydrochloric acid and extracted with chloroform. The chloroform extract was dried over magnesium sulphate, the solvent was removed and the residue was chromatographed on silica gel eluted with chloroform to give the title compound (0.74 g) as a low me... Procedure: To a solution of 42 mg (0.31 mmol) of oxindole in 1 mL of DMF was added 10 mg (0.39 mmol) of 60% sodium hydride in mineral oil. After hydrogen evolution ceased, 50 mg (0.17 mmol) of 2-[2-(5-fluoro-2-methoxyphenyl)-2-methylpropyl]-2-trifluoromethyloxirane was added and the mixture was warmed to 75° C. The reaction was monitored by TLC (ethyl acetate-hexanes (15:85)). After 40 minutes, the mixture was cooled and diluted with saturated aqueous ammonium chloride and extracted with three 5 mL portion... Starting materials: FC=1C=CC(=C(C1)C(CC1(OC1)C(F)(F)F)(C)C)OC (2-[2-(5-fluoro-2-methoxyphenyl)-2-methylpropyl]-2-trifluoromethyloxirane), ethyl acetate-hexanes, N1C(CC2=CC=CC=C12)=O (oxindole), [H-].[Na+] (sodium hydride), [H][H] (hydrogen). Reaction SMILES: [NH:1]1[C:9]2[C:4](=[CH:5][CH:6]=[CH:7][CH:8]=2)[CH2:3][C:2]1=[O:10].[H-].[Na+].[H][H].[F:15][C:16]1[CH:17]=[CH:18][C:19]([O:33][CH3:34])=[C:20]([C:22]([CH3:32])([CH3:31])[CH2:23][C:24]2([C:27]([F:30])([F:29])[F:28])[CH2:26][O:25]2)[CH:21]=1>CN(C=O)C.[Cl-].[NH4+]>[F:15][C:16]1[CH:17]=[CH:18][C:19]([O:33][CH3:34])=[C:20]([C:22]([CH3:31])([CH3:32])[CH2:23][C:24]([OH:25])([C:27]([F:30])([F:29])[F:28])[CH2:26][N:1]2[C:9]3[C:4](=[CH:5][CH:6]=[CH:7][CH:8]=3)[CH2:3][C:2]2=[O:10])[CH:21]=1 |f:1.2,6.7|. Solvent: [Cl-].[NH4+] (ammonium chloride), CN(C)C=O (DMF). Isolated yield 19.4%. Run at temperature 75 celsius, time 40 minute. Product: FC=1C=CC(=C(C1)C(CC(CN1C(CC2=CC=CC=C12)=O)(C(F)(F)F)O)(C)C)OC (1-[4-(5-fluoro-2-methoxyphenyl)-2-hydroxy-4-methyl-2-trifluoromethylpentyl]-1,3-dihydroindol-2-one).